Dataset: the Open Reaction Database (ORD), a public repository of structured organic reaction records. Task: describe an organic reaction: reactants, conditions, products, and yield Starting materials: C(C)(C)(C)OCC(CCCCCCC\C=C/C\C=C/CCCCC)O ((Z,Z)-(±)-1-t-butoxy-10,13-nonadecadiene-2-ol), CI (methyl iodide). Product: CCOCC.C(C)(C)(C)OCC(CCCCCCC\C=C/C\C=C/CCCCC)OC (ether (Z,Z)-(±)-1-t-butoxy-2-methoxy-10,13-nonadecadiene). As a reaction SMILES: [C:1]([O:5][CH2:6][CH:7]([OH:25])[CH2:8][CH2:9][CH2:10][CH2:11][CH2:12][CH2:13][CH2:14]/[CH:15]=[CH:16]\[CH2:17]/[CH:18]=[CH:19]\[CH2:20][CH2:21][CH2:22][CH2:23][CH3:24])([CH3:4])([CH3:3])[CH3:2].[CH3:26]I>>[CH3:2][CH2:1][O:5][CH2:6][CH3:7].[C:1]([O:5][CH2:6][CH:7]([O:25][CH3:26])[CH2:8][CH2:9][CH2:10][CH2:11][CH2:12][CH2:13][CH2:14]/[CH:15]=[CH:16]\[CH2:17]/[CH:18]=[CH:19]\[CH2:20][CH2:21][CH2:22][CH2:23][CH3:24])([CH3:3])([CH3:4])[CH3:2] |f:2.3|. Reported procedure: (Z,Z)-(±)-1-t-butoxy-10,13-nonadecadiene-2-ol, from Example 1, was reacted with methyl iodide under Williamson conditions as in Example 1 to yield the mixed ether (Z,Z)-(±)-1-t-butoxy-2-methoxy-10,13-nonadecadiene; and the ether on the C-1 hydroxyl was cleaved by ferric chloride in acetic anhydride to yield (Z,Z)-(±)-2-methoxy-10,13-nonadecadien-1-ol having the following characteristics. Reactants: C(CCCCCCCCCCC)OC1=CC=C(CBr)C=C1 (4-dodecyloxybenzyl bromide), COCOC1=C(C=C(C=C1)O)Cl (4-methoxymethyloxy-3-chlorophenol), [H-].[Na+] (NaH). The solvent is CN(C=O)C (dimethylformamide). Product: C(CCCCCCCCCCC)OC1=CC=C(CC2=C(C=CC(=C2Cl)OCOC)OC2=C(C(=C(C=C2)OCOC)Cl)CC2=CC=C(C=C2)OCCCCCCCCCCCC)C=C1 (4-dodecyloxybenzyl(4-methoxymethyloxy-3-chlorophenyl) ether). Isolated yield 58.7%. As a reaction SMILES: [CH2:1]([O:13][C:14]1[CH:21]=[CH:20][C:17]([CH2:18]Br)=[CH:16][CH:15]=1)[CH2:2][CH2:3][CH2:4][CH2:5][CH2:6][CH2:7][CH2:8][CH2:9][CH2:10][CH2:11][CH3:12].[CH3:22][O:23][CH2:24][O:25][C:26]1[CH:31]=[CH:30][C:29]([OH:32])=[CH:28][C:27]=1[Cl:33].[H-].[Na+]>CN(C)C=O>[CH2:1]([O:13][C:14]1[CH:21]=[CH:20][C:17]([CH2:18][C:28]2[C:27]([Cl:33])=[C:26]([O:25][CH2:24][O:23][CH3:22])[CH:31]=[CH:30][C:29]=2[O:32][C:29]2[CH:30]=[CH:31][C:26]([O:25][CH2:24][O:23][CH3:22])=[C:27]([Cl:33])[C:28]=2[CH2:18][C:17]2[CH:20]=[CH:21][C:14]([O:13][CH2:1][CH2:2][CH2:3][CH2:4][CH2:5][CH2:6][CH2:7][CH2:8][CH2:9][CH2:10][CH2:11][CH3:12])=[CH:15][CH:16]=2)=[CH:16][CH:15]=1)[CH2:2][CH2:3][CH2:4][CH2:5][CH2:6][CH2:7][CH2:8][CH2:9][CH2:10][CH2:11][CH3:12] |f:2.3|. Procedure: In dimethylformamide, 2 g of 4-dodecyloxybenzyl bromide synthesized in the same manner as described in Referential Example 17 was reacted with 1.5 g of 4-methoxymethyloxy-3-chlorophenol synthesized in the same manner as described in Example 11 in the presence of NaH to obtain 1.5 g of 4-dodecyloxybenzyl(4-methoxymethyloxy-3-chlorophenyl) ether. According to customary procedures, the methoxymethyl group was removed from the so-obtained compound in the presence of zinc in acetic acid to obtain 1.2...